This data is from the Open Reaction Database (ORD), a public repository of structured organic reaction records. The task is: describe an organic reaction: reactants, conditions, products, and yield The reactants are O=[N+]([O-])c1cccc2nc(CBr)ccc12, O=C([O-])[O-], C1COCCN1, Cc1ccccc1, [K+], [K+]. Product: O=[N+]([O-])c1cccc2nc(CN3CCOCC3)ccc12. Reaction SMILES: [Br:1][CH2:2][c:3]1[n:4][c:5]2[cH:6][cH:7][cH:8][c:9]([N+:13](=[O:14])[O-:15])[c:10]2[cH:11][cH:12]1.[C:22](=[O:23])([O-:24])[O-:25].[CH2:16]1[CH2:17][O:18][CH2:19][CH2:20][NH:21]1.[CH3:28][c:29]1[cH:30][cH:31][cH:32][cH:33][cH:34]1.[K+:26].[K+:27]>>[CH2:2]([c:3]1[n:4][c:5]2[cH:6][cH:7][cH:8][c:9]([N+:13](=[O:14])[O-:15])[c:10]2[cH:11][cH:12]1)[N:21]1[CH2:16][CH2:17][O:18][CH2:19][CH2:20]1. The reactants are N(=O)OC(C)(C)C (1,1-dimethylethyl nitrite), C1CCCC2CC3=CC=CC=C3C(C12)N1C=NC(=C1C(=O)OC)N (methyl 1-(1,2,3,4,4a,9,9a,10-octahydroanthracen-9-yl)-4-amino-1H-imidazole-5-carboxylate), O (water). Run in CN(C=O)C (N,N-dimethylformamide), CN(C=O)C (N,N-dimethylformamide). Yields the product C1CCCC2CC3=CC=CC=C3C(C12)N1C=NC=C1C(=O)OC (methyl 1-(1,2,3,4,4a,9,9a,10-octahydroanthracen-9-yl)-imidazole-5-carboxylate), compound 2.2. The yield is 38.0%. Reaction SMILES: N(OC(C)(C)C)=O.[CH2:8]1[CH:21]2[CH:12]([CH2:13][C:14]3[C:19]([CH:20]2[N:22]2[C:26]([C:27]([O:29][CH3:30])=[O:28])=[C:25](N)[N:24]=[CH:23]2)=[CH:18][CH:17]=[CH:16][CH:15]=3)[CH2:11][CH2:10][CH2:9]1.O>CN(C)C=O>[CH2:8]1[CH:21]2[CH:12]([CH2:13][C:14]3[C:19]([CH:20]2[N:22]2[C:26]([C:27]([O:29][CH3:30])=[O:28])=[CH:25][N:24]=[CH:23]2)=[CH:18][CH:17]=[CH:16][CH:15]=3)[CH2:11][CH2:10][CH2:9]1. Procedure details: 4.3 Parts of 1,1-dimethylethyl nitrite were dissolved in 40 ml N,N-dimethylformamide and heated to +60° C. A solution of 8 parts of methyl 1-(1,2,3,4,4a,9,9a,10-octahydroanthracen-9-yl)-4-amino-1H-imidazole-5-carboxylate in 50 ml N,N-dimethylformamide was dropwise added at +60° C. After 1.5 hour the solution was poured into water and extracted with ethyl acetate. The organic phase was dried with Na2SO4, filtered and concentrated. The resulting 8.5 parts of crude material were chromatographed on ... Reaction conditions: temperature 150 celsius. The reagents and catalysts are C=1C=CC(=CC1)/C=C/C(=O)/C=C/C2=CC=CC=C2.C=1C=CC(=CC1)/C=C/C(=O)/C=C/C2=CC=CC=C2.C=1C=CC(=CC1)/C=C/C(=O)/C=C/C2=CC=CC=C2.[Pd].[Pd] (Tris(dibenzylideneacetone)dipalladium). Starting materials: ClC1=NC=C(C(=C1)NC=1C=CC=C2CCN(C(C12)=O)C)F (8-[(2-chloro-5-fluoropyridin-4-yl)amino]-2-methyl-3,4-dihydroisoquinolin-1-one), CC1(C2=CC=CC(=C2OC=2C(=CC=CC12)P(C1=CC=CC=C1)C1=CC=CC=C1)P(C1=CC=CC=C1)C1=CC=CC=C1)C (9,9-dimethyl-4,5-bis(diphenylphosphino)xanthene), CC(C)([O-])C.[Na+] (sodium tert-butoxide), Cl.Cl.NC=1C=NN(C1)CC(=O)O (2-(4-aminopyrazol-1-yl)acetic acid dihydrochloride). Yield: 108.3%. The product is FC=1C(=CC(=NC1)NC=1C=NN(C1)CC(=O)O)NC=1C=CC=C2CCN(C(C12)=O)C (2-[4-[[5-fluoro-4-[(2-methyl-1-oxo-3,4-dihydroisoquinolin-8-yl)amino]pyridin-2-yl]amino]pyrazol-1-yl]acetic acid). Reported procedure: Reaction performed in 2 batches: sodium tert-butoxide (778 mg, 8.09 mmol) was added to a suspension of 2-(4-aminopyrazol-1-yl)acetic acid dihydrochloride (481 mg, 2.25 mmol) in 1,4-dioxane (15 mL) at 22° C. under an atmosphere of nitrogen. The mixture was stirred and sonicated for 5 minutes and then 8-[(2-chloro-5-fluoropyridin-4-yl)amino]-2-methyl-3,4-dihydroisoquinolin-1-one (275 mg, 0.90 mmol) and 9,9-dimethyl-4,5-bis(diphenylphosphino)xanthene (84 mg, 0.15 mmol) were added and the resulting ... Solvent: O1CCOCC1 (1,4-dioxane). Reaction SMILES: CC(C)([O-])C.[Na+].Cl.Cl.[NH2:9][C:10]1[CH:11]=[N:12][N:13]([CH2:15][C:16]([OH:18])=[O:17])[CH:14]=1.Cl[C:20]1[CH:25]=[C:24]([NH:26][C:27]2[CH:28]=[CH:29][CH:30]=[C:31]3[C:36]=2[C:35](=[O:37])[N:34]([CH3:38])[CH2:33][CH2:32]3)[C:23]([F:39])=[CH:22][N:21]=1.CC1(C)C2C=CC=C(P(C3C=CC=CC=3)C3C=CC=CC=3)C=2OC2C1=CC=CC=2P(C1C=CC=CC=1)C1C=CC=CC=1>O1CCOCC1.C1C=CC(/C=C/C(/C=C/C2C=CC=CC=2)=O)=CC=1.C1C=CC(/C=C/C(/C=C/C2C=CC=CC=2)=O)=CC=1.C1C=CC(/C=C/C(/C=C/C2C=CC=CC=2)=O)=CC=1.[Pd].[Pd]>[F:39][C:23]1[C:24]([NH:26][C:27]2[CH:28]=[CH:29][CH:30]=[C:31]3[C:36]=2[C:35](=[O:37])[N:34]([CH3:38])[CH2:33][CH2:32]3)=[CH:25][C:20]([NH:9][C:10]2[CH:11]=[N:12][N:13]([CH2:15][C:16]([OH:18])=[O:17])[CH:14]=2)=[N:21][CH:22]=1 |f:0.1,2.3.4,8.9.10.11.12|. Starting materials: CCc1cccc(CC)c1B(O)O, CCOC(=O)c1c(Cl)cc(Cl)nc1C, Cc1ccccc1, [Na+], [Na+], O=C([O-])[O-], c1ccc(P(c2ccccc2)(c2ccccc2)[Pd](P(c2ccccc2)(c2ccccc2)c2ccccc2)(P(c2ccccc2)(c2ccccc2)c2ccccc2)P(c2ccccc2)(c2ccccc2)c2ccccc2)cc1. The product is CCOC(=O)c1c(Cl)cc(-c2c(CC)cccc2CC)nc1C. RXN SMILES: [CH2:15]([CH3:16])[c:17]1[c:18]([B:25]([OH:26])[OH:27])[c:19]([CH2:23][CH3:24])[cH:20][cH:21][cH:22]1.[CH2:1]([CH3:2])[O:3][C:4]([c:5]1[c:6]([CH3:13])[n:7][c:8]([Cl:12])[cH:9][c:10]1[Cl:11])=[O:14].[CH3:34][c:35]1[cH:36][cH:37][cH:38][cH:39][cH:40]1.[Na+:28].[Na+:29].[O-:30][C:31](=[O:32])[O-:33].[cH:41]1[cH:42][cH:43][c:44]([P:45]([Pd:46]([P:47]([c:48]2[cH:49][cH:50][cH:51][cH:52][cH:53]2)([c:54]2[cH:55][cH:56][cH:57][cH:58][cH:59]2)[c:60]2[cH:61][cH:62][cH:63][cH:64][cH:65]2)([P:66]([c:67]2[cH:68][cH:69][cH:70][cH:71][cH:72]2)([c:73]2[cH:74][cH:75][cH:76][cH:77][cH:78]2)[c:79]2[cH:80][cH:81][cH:82][cH:83][cH:84]2)[P:85]([c:86]2[cH:87][cH:88][cH:89][cH:90][cH:91]2)([c:92]2[cH:93][cH:94][cH:95][cH:96][cH:97]2)[c:98]2[cH:99][cH:100][cH:101][cH:102][cH:103]2)([c:104]2[cH:105][cH:106][cH:107][cH:108][cH:109]2)[c:110]2[cH:111][cH:112][cH:113][cH:114][cH:115]2)[cH:116][cH:117]1>>[CH2:1]([CH3:2])[O:3][C:4]([c:5]1[c:6]([CH3:13])[n:7][c:8](-[c:18]2[c:17]([CH2:15][CH3:16])[cH:22][cH:21][cH:20][c:19]2[CH2:23][CH3:24])[cH:9][c:10]1[Cl:11])=[O:14]. The reactants are N1CCC(CC1)C1=NC=C2C(N1)=CC(=N2)C=2SC=CC2 (2-(4-Piperidylpyrrolo[4,5-d]pyrimidin-6-yl)thiophene), CCOC(=O)C (EtOAc), Cl (HCl). The solvent is CO (MeOH). The product is Cl.N1CCC(CC1)C1=NC=C2C(N1)=CC(=N2)C=2SC=CC2 (2-(4-Piperidylpyrrolo[4,5-d]pyrimidin-6-yl)thiophene Hydrochloride). Isolated yield 88.3%. As a reaction SMILES: [NH:1]1[CH2:6][CH2:5][CH:4]([C:7]2[NH:12][C:11]3=[CH:13][C:14]([C:16]4[S:17][CH:18]=[CH:19][CH:20]=4)=[N:15][C:10]3=[CH:9][N:8]=2)[CH2:3][CH2:2]1.CCOC(C)=O.[ClH:27]>CO>[ClH:27].[NH:1]1[CH2:6][CH2:5][CH:4]([C:7]2[NH:12][C:11]3=[CH:13][C:14]([C:16]4[S:17][CH:18]=[CH:19][CH:20]=4)=[N:15][C:10]3=[CH:9][N:8]=2)[CH2:3][CH2:2]1 |f:4.5|. Procedure details: Using the method described in Example 30 by employing 2-(1-pyrrolidinylvinyl)thiophene (freshly prepared before use) (1.80 g, 10.1 mmol), 4,6-dichloro-5-nitropyrimidine (Aldrich Chemical Company) (1.95 g, 10.1 mmol), N,N-diisopropylethyl amine (Aldrich Chemical Company) (1.8 mL, 10.1 mmol), piperidine (2.0 mL, 20.3 mmol), NEt3 (Aldrich Chemical Company) (2.0 mL) and SnCl2 (30 mL of a 2M solution in DMF). The residue was purified by flash chromatography on silica gel with 97:3 CHCl3:MeOH as eluta... The reactants are CCO, CC(C)OCc1nc(N)c2nccnc2n1, [Na+], [OH-]. The product is CC(C)OCc1nc2nccnc2c(=O)[nH]1. RXN SMILES: [CH3:17][CH2:18][OH:19].[NH2:1][c:2]1[n:3][c:4]([CH2:12][O:13][CH:14]([CH3:15])[CH3:16])[n:5][c:6]2[n:7][cH:8][cH:9][n:10][c:11]12.[Na+:21].[OH-:20]>>[c:2]1(=[O:19])[nH:3][c:4]([CH2:12][O:13][CH:14]([CH3:15])[CH3:16])[n:5][c:6]2[n:7][cH:8][cH:9][n:10][c:11]12. Reactants: CC1=C(C=C(O)C=C1)O (4-Methylresorcinol), C1(CCC(=O)O1)=O (succinic anhydride). Conditions: temperature 65 celsius. The product is C(=O)(O)CC=C1C2=CC(=C(C=C2OC=2C=C(C(=CC12)C)O)O)C (9-Carboxyethylidene-3,6-dihydroxy-2,7-dimethyl-9H-xanthene). Isolated yield 74.2%. Reaction SMILES: [CH3:1][C:2]1[CH:8]=[CH:7][C:5]([OH:6])=[CH:4][C:3]=1[OH:9].[C:10]1(=O)[O:15][C:13](=[O:14])[CH2:12][CH2:11]1>>[C:13]([CH2:12][CH:11]=[C:10]1[C:7]2[CH:8]=[C:2]([CH3:1])[C:3]([OH:9])=[CH:4][C:5]=2[O:6][C:5]2[C:7]1=[CH:8][C:2]([CH3:1])=[C:3]([OH:9])[CH:4]=2)([OH:15])=[O:14]. Procedure: 4-Methylresorcinol (25.8 g, 0.208 mol) and succinic anhydride (20.8 g, 0.208 g) were placed in a round bottom flask and the flask was purged with nitrogen. Methanesulfonic acid (150 mL) was added and the solution heated under nitrogen to 65° C. for 2 hours. The solution was added dropwise to 1 L of rapidly stirred, ice-cooled water with the simultaneous addition of 50% aq sodium hydroxide to maintain the pH at 2.25 +/-0.25. The product was collected by centrifugation and washed with water (3×) a...